Task: describe an organic reaction: reactants, conditions, products, and yield. Dataset: the Open Reaction Database (ORD), a public repository of structured organic reaction records Reactants: O=C(CBr)c1ccccc1, Cc1ccc(O)c(Br)c1, O=C([O-])[O-], [K+], [K+], c1ccccc1. The product is Cc1ccc(OCC(=O)c2ccccc2)c(Br)c1. RXN SMILES: [Br:10][CH2:11][C:12](=[O:13])[c:14]1[cH:15][cH:16][cH:17][cH:18][cH:19]1.[Br:1][c:2]1[cH:3][c:4]([CH3:9])[cH:5][cH:6][c:7]1[OH:8].[C:20](=[O:21])([O-:22])[O-:23].[K+:24].[K+:25].[cH:26]1[cH:27][cH:28][cH:29][cH:30][cH:31]1>>[Br:1][c:2]1[cH:3][c:4]([CH3:9])[cH:5][cH:6][c:7]1[O:8][CH2:11][C:12](=[O:13])[c:14]1[cH:15][cH:16][cH:17][cH:18][cH:19]1. The reactants are COc1cc(Br)cc2[nH]ccc12, CCCCC([Sn])=C(CCCC)CCCC, COCCOC. The product is C=Cc1cc(OC)c2cc[nH]c2c1. As a reaction SMILES: [Br:1][c:2]1[cH:3][c:4]([O:11][CH3:12])[c:5]2[cH:6][cH:7][nH:8][c:9]2[cH:10]1.[CH2:13]([CH2:14][CH2:26][CH3:27])[C:15]([Sn:16])=[C:17]([CH2:18][CH2:19][CH2:20][CH3:21])[CH2:22][CH2:23][CH2:24][CH3:25].[CH3:28][O:29][CH2:30][CH2:31][O:32][CH3:33]>>[c:2]1([CH:13]=[CH2:14])[cH:3][c:4]([O:11][CH3:12])[c:5]2[cH:6][cH:7][nH:8][c:9]2[cH:10]1. The reactants are N1N=CC(=C1)C(=O)NCC=1C(=CC(=NC1C)NC(OC(C)(C)C)=O)C (tert-butyl (5-((1H-pyrazole-4-carboxamido)methyl)-4,6-dimethylpyridin-2-yl)carbamate), BrCC1=NC2=CC(=CC=C2C=C1)Cl (2-(bromomethyl)-7-chloroquinoline), C(=O)([O-])[O-].[K+].[K+] (K2CO3). Run in CC(=O)C (acetone), C(C)(=O)OCC (ethyl acetate), O (water). Reaction conditions: temperature 50 celsius, time 5 hour. Yields the product ClC1=CC=C2C=CC(=NC2=C1)CN1N=CC(=C1)C(=O)NCC=1C(=CC(=NC1C)NC(OC(C)(C)C)=O)C (tert-butyl (5-((1-((7-chloroquinolin-2-yl)methyl)-1H-pyrazole-4-carboxamido)methyl)-4,6-dimethylpyridin-2-yl)carbamate). Reaction SMILES: [NH:1]1[CH:5]=[C:4]([C:6]([NH:8][CH2:9][C:10]2[C:11]([CH3:25])=[CH:12][C:13]([NH:17][C:18](=[O:24])[O:19][C:20]([CH3:23])([CH3:22])[CH3:21])=[N:14][C:15]=2[CH3:16])=[O:7])[CH:3]=[N:2]1.Br[CH2:27][C:28]1[CH:37]=[CH:36][C:35]2[C:30](=[CH:31][C:32]([Cl:38])=[CH:33][CH:34]=2)[N:29]=1.C([O-])([O-])=O.[K+].[K+]>CC(C)=O.C(OCC)(=O)C.O>[Cl:38][C:32]1[CH:31]=[C:30]2[C:35]([CH:36]=[CH:37][C:28]([CH2:27][N:1]3[CH:5]=[C:4]([C:6]([NH:8][CH2:9][C:10]4[C:11]([CH3:25])=[CH:12][C:13]([NH:17][C:18](=[O:24])[O:19][C:20]([CH3:21])([CH3:22])[CH3:23])=[N:14][C:15]=4[CH3:16])=[O:7])[CH:3]=[N:2]3)=[N:29]2)=[CH:34][CH:33]=1 |f:2.3.4|. Procedure details: To a solution of tert-butyl (5-((1H-pyrazole-4-carboxamido)methyl)-4,6-dimethylpyridin-2-yl)carbamate (100 mg, 0.290 mmol) in acetone (2.5 ml) were added 2-(bromomethyl)-7-chloroquinoline (74.3 mg, 0.290 mmol) and K2CO3 (200 mg, 1.448 mmol). Reaction mixture was stirred for 5 h at 50° C. Reaction mixture was diluted with ethyl acetate and water. Phases were separated and organic layer was washed with brine, dried over sodium sulfate, filtered and evaporated to afford the title compound. HPLC (Me... Reactants: BrC(C(=O)O)C(CC)CBr (2-bromo-3-bromomethyl pentanoic acid), C(C1=CC=CC=C1)(C1=CC=CC=C1)N (benzhydrylamine). Run in C(C)#N (acetonitrile). Product: benzyl ester, C1(=CC=CC=C1)C(N1C(C(C1)CC)C(=O)O)C1=CC=CC=C1 (1-diphenylmethyl-2-carboxy-3-ethylazetidine). Reaction SMILES: Br[CH:2]([CH:6]([CH2:9]Br)[CH2:7][CH3:8])[C:3]([OH:5])=[O:4].[CH:11]([NH2:24])([C:18]1[CH:23]=[CH:22][CH:21]=[CH:20][CH:19]=1)[C:12]1[CH:17]=[CH:16][CH:15]=[CH:14][CH:13]=1>C(#N)C>[C:18]1([CH:11]([C:12]2[CH:13]=[CH:14][CH:15]=[CH:16][CH:17]=2)[N:24]2[CH2:9][CH:6]([CH2:7][CH3:8])[CH:2]2[C:3]([OH:5])=[O:4])[CH:19]=[CH:20][CH:21]=[CH:22][CH:23]=1. Procedure details: 19.5 g of 2A and 29 g of benzhydrylamine in acetonitrile were stirred and refluxed for 48 hours. The resulting mixture was cooled, filtered free of insoluble amine salt and the filtrate evaporated to dryness. The residue, which was a complex mixture of product, was partially purified using a column of silica gel and petroleum ether/ethyl acetate as the eluent. The first fast-running products to emerge were collected and evaporated to dryness, leaving the benzyl ester of 1-diphenylmethyl-2-carbox... Starting materials: C(C1=CC=CC=C1)N1N=C(N=N1)C(C(=O)OCC)(C)C (2-benzyl-α,α-dimethyl-2H-tetrazole-5-acetic acid, ethyl ester), CC(C)C[AlH]CC(C)C (DIBAL), CC(C)C[AlH]CC(C)C (DIBAL), Cl (HCl), [NH4+].[Cl-] (NH4Cl). Run in ClCCl (dichloromethane). Reaction conditions: temperature -78 celsius, time 4 hour. Yields the product C(C1=CC=CC=C1)N1N=C(N=N1)C(C=O)(C)C (2-benzyl-α,α-dimethyl-2H-tetrazole-5-acetaldehyde). Yield: 66.9%. As a reaction SMILES: [CH2:1]([N:8]1[N:12]=[N:11][C:10]([C:13]([CH3:20])([CH3:19])[C:14](OCC)=[O:15])=[N:9]1)[C:2]1[CH:7]=[CH:6][CH:5]=[CH:4][CH:3]=1.CC(C[AlH]CC(C)C)C.Cl.[NH4+].[Cl-]>ClCCl>[CH2:1]([N:8]1[N:12]=[N:11][C:10]([C:13]([CH3:20])([CH3:19])[CH:14]=[O:15])=[N:9]1)[C:2]1[CH:3]=[CH:4][CH:5]=[CH:6][CH:7]=1 |f:3.4|. Reported procedure: To a stirred mixture of 2-benzyl-α,α-dimethyl-2H-tetrazole-5-acetic acid, ethyl ester acetaldehyde (step 1 of Example 9) (6.14 g, 22.4 mmol) in dichloromethane (100 mL) at −78° C. was added DIBAL (1.0 M in toluene, 50.0 mL, 50.0 mmol). The resulting mixture was stirred at −78° C. for 4 h. To the reaction mixture was added DIBAL (1.0 M in toluene, 25.0 mL, 25.0 mmol) and the resulting mixture was stirred at −78° C. for 8 h. To the mixture were added 2 M aqueous HCl (100 mL) and saturated aqueous ... Reactants: NC1=NC=C(C=C1)Br (2-amino-5-bromopyridine), N1(CCCCC1)S(=O)(=O)C1=CC=C(C=C1)S (4-(N -piperidinylsulfonyl)thiophenol), ClC1=C(C=CC(=C1)Cl)S(=O)(=O)Cl (2,4-dichlorophenylsulfonyl chloride). Yields the product ClC1=C(C=CC(=C1)Cl)S(=O)(=O)NC1=NC=C(C=C1)SC1=CC=C(C=C1)S(=O)(=O)N1CCCCC1 (2,4-Dichloro-N-{5-[4-(piperidine-1-sulfonyl)-phenylsulfanyl]-pyridin-2-yl}-benzenesulfonamide). As a reaction SMILES: [NH2:1][C:2]1[CH:7]=[CH:6][C:5](Br)=[CH:4][N:3]=1.[N:9]1([S:15]([C:18]2[CH:23]=[CH:22][C:21]([SH:24])=[CH:20][CH:19]=2)(=[O:17])=[O:16])[CH2:14][CH2:13][CH2:12][CH2:11][CH2:10]1.[Cl:25][C:26]1[CH:31]=[C:30]([Cl:32])[CH:29]=[CH:28][C:27]=1[S:33](Cl)(=[O:35])=[O:34]>>[Cl:25][C:26]1[CH:31]=[C:30]([Cl:32])[CH:29]=[CH:28][C:27]=1[S:33]([NH:1][C:2]1[CH:7]=[CH:6][C:5]([S:24][C:21]2[CH:20]=[CH:19][C:18]([S:15]([N:9]3[CH2:10][CH2:11][CH2:12][CH2:13][CH2:14]3)(=[O:17])=[O:16])=[CH:23][CH:22]=2)=[CH:4][N:3]=1)(=[O:35])=[O:34]. Procedure: Prepared from 2-amino-5-bromopyridine and 4-(N -piperidinylsulfonyl)thiophenol according to General Method 11 step 1 followed by reaction with 2,4-dichlorophenylsulfonyl chloride according to General Method 11 step 2. 1H NMR (CDCl3): 11.95 (1 H, br s, NH), 8.55 (1 H, s, Ar CH ortho to 2×Cl), 8.29 (1 H, d, CH ortho to SO2NH), 7.85, 7.61, 7.54 & 7.39 (4×1 H, d, s, d & d, J 11, 10 & 11 Hz, A- & B-ring CH's) 7.73 & 7.30 (2×2 H, 2×d, 2×J 10 Hz, Ar CH's of C-ring), 3.10-3.01 (4H, m, CH2NCH2), 2.18 (3H... Reported procedure: Analogously to Method D, 0.065 g of benzyl 4-(4-hydroxyphenyl)-3-[4-(3-methoxypropyl)-3,4-dihydro-2H-benzo[1,4]oxazin-6-ylmethoxy]piperidine-1-carboxylate and 0.0288 g of tetrahydrofuran-3-yl toluene-4-sulphonate are reacted. The title compound is obtained as an orange oil. Rf=0.22 (2:1 EtOAc-heptane). Rt=5.25. RXN SMILES: [OH:1][C:2]1[CH:7]=[CH:6][C:5]([CH:8]2[CH2:13][CH2:12][N:11]([C:14]([O:16][CH2:17][C:18]3[CH:23]=[CH:22][CH:21]=[CH:20][CH:19]=3)=[O:15])[CH2:10][CH:9]2[O:24][CH2:25][C:26]2[CH:27]=[CH:28][C:29]3[O:34][CH2:33][CH2:32][N:31]([CH2:35][CH2:36][CH2:37][O:38][CH3:39])[C:30]=3[CH:40]=2)=[CH:4][CH:3]=1.C1(C)C=CC(S(O[CH:51]2[CH2:55][CH2:54][O:53][CH2:52]2)(=O)=O)=CC=1>>[CH3:39][O:38][CH2:37][CH2:36][CH2:35][N:31]1[C:30]2[CH:40]=[C:26]([CH2:25][O:24][CH:9]3[CH:8]([C:5]4[CH:6]=[CH:7][C:2]([O:1][CH:51]5[CH2:55][CH2:54][O:53][CH2:52]5)=[CH:3][CH:4]=4)[CH2:13][CH2:12][N:11]([C:14]([O:16][CH2:17][C:18]4[CH:19]=[CH:20][CH:21]=[CH:22][CH:23]=4)=[O:15])[CH2:10]3)[CH:27]=[CH:28][C:29]=2[O:34][CH2:33][CH2:32]1. Starting materials: OC1=CC=C(C=C1)C1C(CN(CC1)C(=O)OCC1=CC=CC=C1)OCC=1C=CC2=C(N(CCO2)CCCOC)C1 (benzyl 4-(4-hydroxyphenyl)-3-[4-(3-methoxypropyl)-3,4-dihydro-2H-benzo[1,4]oxazin-6-ylmethoxy]piperidine-1-carboxylate), C1(=CC=C(C=C1)S(=O)(=O)OC1COCC1)C (tetrahydrofuran-3-yl toluene-4-sulphonate). The product is COCCCN1CCOC2=C1C=C(C=C2)COC2CN(CCC2C2=CC=C(C=C2)OC2COCC2)C(=O)OCC2=CC=CC=C2 (Benzyl 3-[4-(3-methoxypropyl)-3,4-dihydro-2H-benzo[1,4]oxazin-6-ylmethoxy]-4-[4-(tetrahydrofuran-3-yloxy)phenyl]piperidine-1-carboxylate).